Dataset: the Open Reaction Database (ORD), a public repository of structured organic reaction records. Task: describe an organic reaction: reactants, conditions, products, and yield Starting materials: O=[N+]([O-])c1cc(C(F)(F)F)c(Cl)cc1Nc1ccc(CCO)cc1, ClCCl, Cc1ccc(S(=O)(=O)N=C=O)cc1. Product: Cc1ccc(S(=O)(=O)NC(=O)OCCc2ccc(Nc3cc(Cl)c(C(F)(F)F)cc3[N+](=O)[O-])cc2)cc1. RXN SMILES: [Cl:1][c:2]1[c:3]([C:21]([F:22])([F:23])[F:24])[cH:4][c:5]([N+:18](=[O:19])[O-:20])[c:6]([NH:8][c:9]2[cH:10][cH:11][c:12]([CH2:15][CH2:16][OH:17])[cH:13][cH:14]2)[cH:7]1.[Cl:38][CH2:39][Cl:40].[c:25]1([CH3:37])[cH:26][cH:27][c:28]([S:31](=[O:32])(=[O:33])[N:34]=[C:35]=[O:36])[cH:29][cH:30]1>>[Cl:1][c:2]1[c:3]([C:21]([F:22])([F:23])[F:24])[cH:4][c:5]([N+:18](=[O:19])[O-:20])[c:6]([NH:8][c:9]2[cH:10][cH:11][c:12]([CH2:15][CH2:16][O:17][C:35]([NH:34][S:31]([c:28]3[cH:27][cH:26][c:25]([CH3:37])[cH:30][cH:29]3)(=[O:32])=[O:33])=[O:36])[cH:13][cH:14]2)[cH:7]1.